This data is from the Open Reaction Database (ORD), a public repository of structured organic reaction records. The task is: describe an organic reaction: reactants, conditions, products, and yield The reactants are Cc1ccc(Br)cc1[N+](=O)[O-], O=C([O-])[O-], COc1ccc(B(O)O)cc1, Cc1ccccc1, CCO, [K+], [K+], O, [Pd], c1ccc(P(c2ccccc2)c2ccccc2)cc1, c1ccc(P(c2ccccc2)c2ccccc2)cc1, c1ccc(P(c2ccccc2)c2ccccc2)cc1, c1ccc(P(c2ccccc2)c2ccccc2)cc1. Product: COc1ccc(-c2ccc(C)c([N+](=O)[O-])c2)cc1. As a reaction SMILES: [Br:18][c:19]1[cH:20][c:21]([N+:26](=[O:27])[O-:28])[c:22]([CH3:25])[cH:23][cH:24]1.[C:12](=[O:13])([O-:14])[O-:15].[CH3:1][O:2][c:3]1[cH:4][cH:5][c:6]([B:9]([OH:10])[OH:11])[cH:7][cH:8]1.[CH3:30][c:31]1[cH:32][cH:33][cH:34][cH:35][cH:36]1.[CH3:37][CH2:38][OH:39].[K+:16].[K+:17].[OH2:29].[Pd:40].[c:41]1([P:42]([c:43]2[cH:44][cH:45][cH:46][cH:47][cH:48]2)[c:49]2[cH:50][cH:51][cH:52][cH:53][cH:54]2)[cH:55][cH:56][cH:57][cH:58][cH:59]1.[c:60]1([P:61]([c:62]2[cH:63][cH:64][cH:65][cH:66][cH:67]2)[c:68]2[cH:69][cH:70][cH:71][cH:72][cH:73]2)[cH:74][cH:75][cH:76][cH:77][cH:78]1.[c:79]1([P:80]([c:81]2[cH:82][cH:83][cH:84][cH:85][cH:86]2)[c:87]2[cH:88][cH:89][cH:90][cH:91][cH:92]2)[cH:93][cH:94][cH:95][cH:96][cH:97]1.[c:98]1([P:99]([c:100]2[cH:101][cH:102][cH:103][cH:104][cH:105]2)[c:106]2[cH:107][cH:108][cH:109][cH:110][cH:111]2)[cH:112][cH:113][cH:114][cH:115][cH:116]1>>[CH3:1][O:2][c:3]1[cH:4][cH:5][c:6](-[c:19]2[cH:20][c:21]([N+:26](=[O:27])[O-:28])[c:22]([CH3:25])[cH:23][cH:24]2)[cH:7][cH:8]1.